From a dataset of the Open Reaction Database (ORD), a public repository of structured organic reaction records. describe an organic reaction: reactants, conditions, products, and yield Reactants: ClC1=CC=CC=2N1N=C(C2C2=CC=NC=C2)C2=CC=C(C=C2)F (7-Chloro-2-(4-fluorophenyl)-3-(4-pyridinyl)pyrazolo[1,5-α]pyridine), C(C)NCC (diethylamine). Run in alcohol. Product: C(C)N(C1=CC=CC=2N1N=C(C2C2=CC=NC=C2)C2=CC=C(C=C2)F)CC (N,N-diethyl-2-(4-fluorophenyl)-3-(4-pyridinyl)pyrazolo[1,5-α]pyridin-7-amine). Reaction SMILES: Cl[C:2]1[N:7]2[N:8]=[C:9]([C:17]3[CH:22]=[CH:21][C:20]([F:23])=[CH:19][CH:18]=3)[C:10]([C:11]3[CH:16]=[CH:15][N:14]=[CH:13][CH:12]=3)=[C:6]2[CH:5]=[CH:4][CH:3]=1.[CH2:24]([NH:26][CH2:27][CH3:28])[CH3:25]>>[CH2:24]([N:26]([CH2:27][CH3:28])[C:2]1[N:7]2[N:8]=[C:9]([C:17]3[CH:22]=[CH:21][C:20]([F:23])=[CH:19][CH:18]=3)[C:10]([C:11]3[CH:16]=[CH:15][N:14]=[CH:13][CH:12]=3)=[C:6]2[CH:5]=[CH:4][CH:3]=1)[CH3:25]. Procedure: 7-Chloro-2-(4-fluorophenyl)-3-(4-pyridinyl)pyrazolo[1,5-α]pyridine and excess of diethylamine in alcohol (1 mL) in sealed tube was heated at 120° C. for overnight. The mixture was evaporated to dryness and purified by preparative thin layer chromatography to give N,N-diethyl-2-(4-fluorophenyl)-3-(4-pyridinyl)pyrazolo[1,5-α]pyridin-7-amine. 1H NMR (CDCl3): δ 8.61 (d, 2H, J=6.0 Hz), 7.61–7.66 (m, 2H), 7.22–7.34 (m, 4H), 7.09 (t, 2H, J=8.7 Hz), 6.32 (d, 1H, J=6.1 Hz), 3.64 (q, 4H, J=7.0 Hz), 1.26 (... Starting materials: C1(CC1)CN1C=C(C2=C1N=CN=C2N)I (7-cyclopropylmethyl-5-iodo-7H-pyrrolo[2,3-d]pyrimidin-4-ylamine), C1(=CC=CC=C1)C1=NC2=CC(=CC=C2C=C1)B1CC(C(O1)(C)C)(C)C (2-phenyl-7-(4,4,5,5-tetramethyl-[2,3,2]dioxaborolan-2-yl)-quinoline), C(=O)([O-])[O-].[Na+].[Na+] (Na2CO3), O (water). The reagents and catalysts are C=1C=CC(=CC1)[P](C=2C=CC=CC2)(C=3C=CC=CC3)[Pd]([P](C=4C=CC=CC4)(C=5C=CC=CC5)C=6C=CC=CC6)([P](C=7C=CC=CC7)(C=8C=CC=CC8)C=9C=CC=CC9)[P](C=1C=CC=CC1)(C=1C=CC=CC1)C=1C=CC=CC1 (Pd(PPh3)4). Run in CN(C)C=O (DMF). Yields the product C1(CC1)CN1C=C(C2=C1N=CN=C2N)C2=CC=C1C=CC(=NC1=C2)C2=CC=CC=C2 (7-Cyclopropylmethyl-5-(2-phenylquinolin-7-yl)-7H-pyrrolo[2,3-d]pyrimidin-4-ylamine). As a reaction SMILES: [CH:1]1([CH2:4][N:5]2[C:9]3[N:10]=[CH:11][N:12]=[C:13]([NH2:14])[C:8]=3[C:7](I)=[CH:6]2)[CH2:3][CH2:2]1.[C:16]1([C:22]2[CH:31]=[CH:30][C:29]3[C:24](=[CH:25][C:26](B4OC(C)(C)C(C)(C)C4)=[CH:27][CH:28]=3)[N:23]=2)[CH:21]=[CH:20][CH:19]=[CH:18][CH:17]=1.C([O-])([O-])=O.[Na+].[Na+].O>CN(C=O)C.C1C=CC([P]([Pd]([P](C2C=CC=CC=2)(C2C=CC=CC=2)C2C=CC=CC=2)([P](C2C=CC=CC=2)(C2C=CC=CC=2)C2C=CC=CC=2)[P](C2C=CC=CC=2)(C2C=CC=CC=2)C2C=CC=CC=2)(C2C=CC=CC=2)C2C=CC=CC=2)=CC=1>[CH:1]1([CH2:4][N:5]2[C:9]3[N:10]=[CH:11][N:12]=[C:13]([NH2:14])[C:8]=3[C:7]([C:26]3[CH:25]=[C:24]4[C:29]([CH:30]=[CH:31][C:22]([C:16]5[CH:21]=[CH:20][CH:19]=[CH:18][CH:17]=5)=[N:23]4)=[CH:28][CH:27]=3)=[CH:6]2)[CH2:3][CH2:2]1 |f:2.3.4,^1:56,58,77,96|. Procedure: Following the general procedure for the Suzuki coupling, 7-cyclopropylmethyl-5-iodo-7H-pyrrolo[2,3-d]pyrimidin-4-ylamine (94.0 mg, 0.299 mmol) was reacted with 2-phenyl-7-(4,4,5,5-tetramethyl-[2,3,2]dioxaborolan-2-yl)-quinoline (104 mg, 0.314 mmol), Na2CO3 (79.0 mg, 0.745 mmol) and Pd(PPh3)4 (21 mg, 0.018 mmol) in DMF (7.5 mL)/water (1.5 mL). The crude material was purified by an SCX column (2 g/6 mL barrel) followed by column chromatography on silica gel [Jones Flashmaster, 10 g/70 mL cartridge... Reactants: CN(C)c1ccncc1, C(=NC1CCCCC1)=NC1CCCCC1, ClCCl, Cc1ccc(S(=O)(=O)N2CCSCC2C(=O)O)cc1, OCCCc1cccnc1. Yields the product Cc1ccc(S(=O)(=O)N2CCSCC2C(=O)OCCCc2cccnc2)cc1. RXN SMILES: [CH3:45][N:46]([c:47]1[cH:48][cH:49][n:50][cH:51][cH:52]1)[CH3:53].[CH:30]1([N:31]=[C:32]=[N:33][CH:34]2[CH2:35][CH2:36][CH2:37][CH2:38][CH2:39]2)[CH2:40][CH2:41][CH2:42][CH2:43][CH2:44]1.[Cl:54][CH2:55][Cl:56].[c:1]1([CH3:19])[cH:2][cH:3][c:4]([S:7](=[O:8])(=[O:9])[N:10]2[CH:11]([C:16](=[O:17])[OH:18])[CH2:12][S:13][CH2:14][CH2:15]2)[cH:5][cH:6]1.[n:20]1[cH:21][c:22]([CH2:26][CH2:27][CH2:28][OH:29])[cH:23][cH:24][cH:25]1>>[c:1]1([CH3:19])[cH:2][cH:3][c:4]([S:7](=[O:8])(=[O:9])[N:10]2[CH:11]([C:16]([O:17][CH2:28][CH2:27][CH2:26][c:22]3[cH:21][n:20][cH:25][cH:24][cH:23]3)=[O:18])[CH2:12][S:13][CH2:14][CH2:15]2)[cH:5][cH:6]1.